Dataset: the Open Reaction Database (ORD), a public repository of structured organic reaction records. Task: describe an organic reaction: reactants, conditions, products, and yield Reactants: CN1C=NC(=C1C(=O)Cl)C1=CC=CC=C1 (1-methyl-4-phenyl-1H-imidazole-5-carbonyl chloride), CN1C=NC(=C1C(=O)Cl)C1=CC=CC=C1 (1-methyl-4-phenyl-1H-imidazole-5-carbonyl chloride), C1(=CC=C(C=C1)S(=O)(=O)O)C.NC(C#N)C#N (aminomalononitrile p-toluenesulfonate), resultant mixture, O (water). Run in CN1CCCC1=O (NMP), CN1CCCC1=O (NMP). Yields the product CCCC(C)C (isohexane), NC1=C(N=C(O1)C1=C(N=CN1C)C1=CC=CC=C1)C#N (5-Amino-2-(1-methyl-4-phenyl-1H-imidazol-5-yl)-1,3-oxazole-4-carbonitrile). The yield is 135.2%. As a reaction SMILES: [CH3:1][N:2]1[C:6]([C:7](Cl)=[O:8])=[C:5]([C:10]2[CH:15]=[CH:14][CH:13]=[CH:12][CH:11]=2)[N:4]=[CH:3]1.C1(C)C=CC(S(O)(=O)=O)=CC=1.[NH2:27][CH:28]([C:31]#[N:32])[C:29]#[N:30].O>CN1C(=O)CCC1>[CH3:7][CH2:6][CH2:5][CH:10]([CH3:15])[CH3:11].[NH2:32][C:31]1[O:8][C:7]([C:6]2[N:2]([CH3:1])[CH:3]=[N:4][C:5]=2[C:10]2[CH:15]=[CH:14][CH:13]=[CH:12][CH:11]=2)=[N:27][C:28]=1[C:29]#[N:30] |f:1.2|. Procedure details: A suspension of 1-methyl-4-phenyl-1H-imidazole-5-carbonyl chloride (intermediate 4) (0.80 g) in anhydrous NMP (2 mL) was added to aminomalononitrile p-toluenesulfonate (0.92 g) in anhydrous NMP (10 mL). The resultant mixture was stirred for 24 hours. The mixture was poured into water (10 mL), extracted with EtOAc (3×20 mL), organics combined and further washed with water (10 mL), aqueous sodium hydrogen carbonate solution (10 mL) then brine (10 mL). Organics were dried (MgSO4) and evaporated to ... Reactants: ClC1=CC2=C(C=N1)C(=NN2C(C2=CC=CC=C2)(C2=CC=CC=C2)C2=CC=CC=C2)C2=CC=C(C=C2)F (6-chloro-3-(4-fluorophenyl)-1-trityl-1H-pyrazolo[4,3-c]pyridine), ClC1=CC2=C(C=N1)C(=NN2C(C2=CC=CC=C2)(C2=CC=CC=C2)C2=CC=CC=C2)C2=CC=C(C=C2)F (6-chloro-3-(4-fluorophenyl)-1-trityl-1H-pyrazolo[4,3-c]pyridine), C1(=CC=CC=C1)[C@@H](C)NC(=O)N ((R)-1-(1-phenylethyl)urea), C(=O)([O-])[O-].[Cs+].[Cs+] (Cs2CO3). Reagents/catalysts: CC(C)C1=CC(=C(C(=C1)C(C)C)C2=C(C=CC(=C2P(C3CCCCC3)C4CCCCC4)OC)OC)C(C)C.C1=CC=C([C-]=C1)CCN.Cl[Pd+] (BrettPhos precatalyst). The solvent is CC(=O)N(C)C (DMA). Conditions: temperature 100 celsius. The product is FC1=CC=C(C=C1)C1=NN(C2=C1C=NC(=C2)NC(=O)N[C@H](C)C2=CC=CC=C2)C(C2=CC=CC=C2)(C2=CC=CC=C2)C2=CC=CC=C2 ((R)-1-(3-(4-fluorophenyl)-1-trityl-1H-pyrazolo[4,3-c]pyridin-6-yl)-3-(1-phenylethyl)urea). Yield: 92.5%. Reaction SMILES: Cl[C:2]1[N:7]=[CH:6][C:5]2[C:8]([C:30]3[CH:35]=[CH:34][C:33]([F:36])=[CH:32][CH:31]=3)=[N:9][N:10]([C:11]([C:24]3[CH:29]=[CH:28][CH:27]=[CH:26][CH:25]=3)([C:18]3[CH:23]=[CH:22][CH:21]=[CH:20][CH:19]=3)[C:12]3[CH:17]=[CH:16][CH:15]=[CH:14][CH:13]=3)[C:4]=2[CH:3]=1.[C:37]1([C@H:43]([NH:45][C:46]([NH2:48])=[O:47])[CH3:44])[CH:42]=[CH:41][CH:40]=[CH:39][CH:38]=1.C([O-])([O-])=O.[Cs+].[Cs+]>CC(C1C=C(C(C)C)C(C2C(P(C3CCCCC3)C3CCCCC3)=C(OC)C=CC=2OC)=C(C(C)C)C=1)C.C1C=[C-]C(CCN)=CC=1.Cl[Pd+].CC(N(C)C)=O>[F:36][C:33]1[CH:32]=[CH:31][C:30]([C:8]2[C:5]3[CH:6]=[N:7][C:2]([NH:48][C:46]([NH:45][C@@H:43]([C:37]4[CH:42]=[CH:41][CH:40]=[CH:39][CH:38]=4)[CH3:44])=[O:47])=[CH:3][C:4]=3[N:10]([C:11]([C:24]3[CH:29]=[CH:28][CH:27]=[CH:26][CH:25]=3)([C:12]3[CH:17]=[CH:16][CH:15]=[CH:14][CH:13]=3)[C:18]3[CH:23]=[CH:22][CH:21]=[CH:20][CH:19]=3)[N:9]=2)=[CH:35][CH:34]=1 |f:2.3.4,5.6.7|. Procedure details: 6-chloro-3-(4-fluorophenyl)-1-trityl-1H-pyrazolo[4,3-c]pyridine (Intermediate 4a, 73 mg, 0.147 mmol), (R)-1-(1-phenylethyl)urea (37 mg, 0.225 mmol), Cs2CO3 (120 mg, 0.367 mmol), BrettPhos precatalyst (11.7 mg, 0.015 mmol) and DMA (1.1 mL) were charged in a vial. The mixture was evacuated and purged with nitrogen six times and heated at 100° C. for 55 min. The mixture was diluted with EtOAc and washed with water, brine, dried (Na2SO4) and concentrated to afford a residue, which was purified by ch... Yields the product CC(C)(C)C(O)c1nc2cc(C(F)(F)F)ccc2s1. The reactants are [Li]CCCC, CC(C)(C)C=O, CCCCCC, FC(F)(F)c1ccc2scnc2c1, C1CCOC1, O. RXN SMILES: [CH2:14]([Li:15])[CH2:16][CH2:17][CH3:18].[CH3:19][C:20]([CH:21]=[O:22])([CH3:23])[CH3:24].[CH3:31][CH2:32][CH2:33][CH2:34][CH2:35][CH3:36].[F:1][C:2]([c:3]1[cH:4][cH:5][c:6]2[c:7]([n:8][cH:9][s:10]2)[cH:11]1)([F:12])[F:13].[O:26]1[CH2:27][CH2:28][CH2:29][CH2:30]1.[OH2:25]>>[F:1][C:2]([c:3]1[cH:4][cH:5][c:6]2[c:7]([n:8][c:9]([CH:21]([C:20]([CH3:19])([CH3:23])[CH3:24])[OH:22])[s:10]2)[cH:11]1)([F:12])[F:13]. Reactants: OO (hydrogen peroxide), COC1=C(C=CC(=C1)CSC)C=1NC=2C(=NC=CC2)N1 (2-(2'-methoxy-4'-methylthiomethyl-phenyl)-imidazo[4,5-b]pyridine), N (ammonia). Solvent: O (water), C(C)(=O)O (acetic acid). Run at time 2 hour. Yields the product COC1=C(C=CC(=C1)CS(=O)C)C=1NC=2C(=NC=CC2)N1 (2-(2'-Methoxy-4'-methylsulfinylmethyl-phenyl)-imidazo[4,5-b]pyridine). Reaction SMILES: [CH3:1][O:2][C:3]1[CH:8]=[C:7]([CH2:9][S:10][CH3:11])[CH:6]=[CH:5][C:4]=1[C:12]1[NH:13][C:14]2[C:15]([N:20]=1)=[N:16][CH:17]=[CH:18][CH:19]=2.[OH:21]O.N>C(O)(=O)C.O>[CH3:1][O:2][C:3]1[CH:8]=[C:7]([CH2:9][S:10]([CH3:11])=[O:21])[CH:6]=[CH:5][C:4]=1[C:12]1[NH:13][C:14]2[C:15]([N:20]=1)=[N:16][CH:17]=[CH:18][CH:19]=2. Procedure details: A quantity of 1.4 gm (4.9 mmol) of 2-(2'-methoxy-4'-methylthiomethyl-phenyl)-imidazo[4,5-b]pyridine was dissolved in 30 ml of glacial acetic acid and mixed with 3 ml of 30% hydrogen peroxide. After stirring for two hours at ambient temperature, the solution was diluted with 200 ml of water, made alkaline with concentrated ammonia solution, saturated with sodium chloride, and extracted three times with 30 ml of methylene chloride. The organic extracts were concentrated by evaporation, and the sol... Reactants: O (water), C(C)OC(=O)N1C2C=C(CC1CC2)C2=CC1=C(S2)C=CC=C1OC ((±)-8-ethoxycarbonyl-3-(4-methoxybenzo[b]thiophen-2-yl)-8-azabicyclo[3.2.1]oct-2-ene), O.NN (hydrazine hydrate), [OH-].[K+] (KOH). Solvent: C(CO)O (ethylene glycol). Conditions: time 8 hour. The product is COC1=CC=CC=2SC(=CC21)C2=CC1CCC(C2)N1 ((±)-3-(4-Methoxybenzo[b]thiophen-2-yl)-8-azabicyclo[3.2.1]oct-2-ene). Yield: 101.2%. Reaction SMILES: C(OC([N:6]1[CH:11]2[CH2:12][CH2:13][CH:7]1[CH:8]=[C:9]([C:14]1[S:18][C:17]3[CH:19]=[CH:20][CH:21]=[C:22]([O:23][CH3:24])[C:16]=3[CH:15]=1)[CH2:10]2)=O)C.O.NN.[OH-].[K+].O>C(O)CO>[CH3:24][O:23][C:22]1[C:16]2[CH:15]=[C:14]([C:9]3[CH2:10][CH:11]4[NH:6][CH:7]([CH2:13][CH2:12]4)[CH:8]=3)[S:18][C:17]=2[CH:19]=[CH:20][CH:21]=1 |f:1.2,3.4|. Procedure details: A solution of (±)-8-ethoxycarbonyl-3-(4-methoxybenzo[b]thiophen-2-yl)-8-azabicyclo[3.2.1]oct-2-ene (0.719 g, 2.09 mmol), hydrazine hydrate (0.51 mL, 10.4 mmol) and KOH (0.700 g, 12.5 mmol) in ethylene glycol (15 mL) was heated at reflux in a sand bath for 3 h. The reaction mixture was then cooled to room temperature and stirred overnight. The reaction mixture was poured into water (20 mL). This mixture was extracted with Et2O (3×30 mL). The combined organic layers were washed with 1.0 N HCl (1×1... The reactants are C(CCCCCCCCCCC)OCCCCCCCCCCCC (didodecyl ether), C(C=C)OCC=C (diallyl ether), C1=CC(=CC=C1C2=CC=C(C=C2)O)O (4,4′-bisphenol). Yields the product C(C=C)C=1C=C(C=CC1O)C1=CC(=C(C=C1)O)CC=C (3,3′-Diallyl 4,4′-dihydroxybiphenyl), Compound 9. The yield is 66.0%. As a reaction SMILES: C([O:4][CH2:5][CH:6]=[CH2:7])C=C.[CH:8]1[C:13]([C:14]2[CH:19]=[CH:18][C:17]([OH:20])=[CH:16][CH:15]=2)=[CH:12][CH:11]=[C:10](O)[CH:9]=1.[CH2:22](OCCCCCCCCCCCC)[CH2:23][CH2:24]CCCCCCCCC>>[CH2:24]([C:18]1[CH:19]=[C:14]([C:13]2[CH:7]=[CH:6][C:5]([OH:4])=[C:11]([CH2:10][CH:9]=[CH2:8])[CH:12]=2)[CH:15]=[CH:16][C:17]=1[OH:20])[CH:23]=[CH2:22]. Procedure: 3,3′-Diallyl 4,4′-dihydroxybiphenyl was prepared by the Claisen rearrangement of the diallyl ether of 4,4′-bisphenol and was converted into its didodecyl ether in the same manner as for Compound 9 of Example 1 (66% yield). The dodecyl ether was a white crystalline solid, melting point 116-118° C.